This data is from the Open Reaction Database (ORD), a public repository of structured organic reaction records. The task is: describe an organic reaction: reactants, conditions, products, and yield Starting materials: COC(=O)C1=CC=CC=2N=COC21 (methyl-7-benzoxazole carboxylate), solution, [OH-].[K+] (KOH). Run in CO (CH3OH), O (water). Conditions: time 1 hour. Product: O1C=NC2=C1C(=CC=C2)C(=O)O (7-benzoxazole carboxylic acid). Yield: 88.3%. RXN SMILES: C[O:2][C:3]([C:5]1[C:13]2[O:12][CH:11]=[N:10][C:9]=2[CH:8]=[CH:7][CH:6]=1)=[O:4].[OH-].[K+]>CO.O>[O:12]1[C:13]2[C:5]([C:3]([OH:4])=[O:2])=[CH:6][CH:7]=[CH:8][C:9]=2[N:10]=[CH:11]1 |f:1.2|. Procedure: To a solution of 0.21 g (1.18 mmol) of methyl-7-benzoxazole carboxylate in 6 mL of CH3OH at 0° C. was added 2.9 mL of a 1N solution of KOH in water and the reaction mixture was stirred at rt for 1 h. The reaction mixture was partitioned between water and CH2Cl2. The aqueous fraction was made acidic with 1N HCl solution and extracted with CH2Cl2. The organic fraction was dried over Na2SO4, filtered and the filtrate was concentrated to give 0.17 g of the title compound as a yellow solid. The reactants are FC(C(=O)O)(F)F.C1(CCCC1)C(CC#C)N1N=CC(=C1)C=1C2=C(N=CN1)NC=C2 (4-[1-(1-Cyclopentylbut-3-yn-1-yl)-1H-pyrazol-4-yl]-7H-pyrrolo[2,3-d]pyrimidine trifluoroacetate salt), [H][H] (hydrogen). Reagents/catalysts: [Pd] (Pd—C). Solvent: CO (methanol). Reaction conditions: time 2 hour. Product: FC(C(=O)O)(F)F.C1(CCCC1)C(CCC)N1N=CC(=C1)C=1C2=C(N=CN1)NC=C2 (4-[1-(1-Cyclopentylbutyl)-1H-pyrazol-4-yl]-7H-pyrrolo[2,3-d]pyrimidine trifluoroacetate salt). Yield: 68.9%. RXN SMILES: [F:1][C:2]([F:7])([F:6])[C:3]([OH:5])=[O:4].[CH:8]1([CH:13]([N:17]2[CH:21]=[C:20]([C:22]3[C:23]4[CH:30]=[CH:29][NH:28][C:24]=4[N:25]=[CH:26][N:27]=3)[CH:19]=[N:18]2)[CH2:14][C:15]#[CH:16])[CH2:12][CH2:11][CH2:10][CH2:9]1.[H][H]>CO.[Pd]>[F:1][C:2]([F:7])([F:6])[C:3]([OH:5])=[O:4].[CH:8]1([CH:13]([N:17]2[CH:21]=[C:20]([C:22]3[C:23]4[CH:30]=[CH:29][NH:28][C:24]=4[N:25]=[CH:26][N:27]=3)[CH:19]=[N:18]2)[CH2:14][CH2:15][CH3:16])[CH2:12][CH2:11][CH2:10][CH2:9]1 |f:0.1,5.6|. Procedure: 4-[1-(1-Cyclopentylbut-3-yn-1-yl)-1H-pyrazol-4-yl]-7H-pyrrolo[2,3-d]pyrimidine trifluoroacetate salt (prepared in Example 730) (20 mg, 0.048 mmol) was dissolved in methanol (2 mL) and a catalytic amount of 5% Pd—C was added. The mixture was stirred under 1 atmosphere of hydrogen via an affixed balloon. After 2 hours, the mixture was filtered and purified via preparative-HPLC/MS (C18 eluting with a gradient of H2O and ACN containing 0.1% TFA) to afford the product (14 mg, 69%). Reactants: C(C)(=O)OCCN(C(=O)C(CCC(=O)OCC1=CC=CC=C1)CS(=O)(=O)C1=CC2=CC=CC=C2C=C1)CCCCC (benzyl 4-[N-(2-acetoxyethyl)-N-pentylcarbamoyl]-5-(2-naphthylsulfonyl)pentanoate). Reagents/catalysts: [Pd] (Pd-C). The solvent is C(C)(=O)O (acetic acid). Run at time 48 hour. Yields the product C(C)(=O)OCCN(C(=O)C(CCC(=O)O)CS(=O)(=O)C1=CC2=CC=CC=C2C=C1)CCCCC (4-[N-(2-acetoxyethyl)-N-pentylcarbamoyl]-5-(2-naphthylsulfonyl)pentanoic acid). The yield is 47.3%. As a reaction SMILES: [C:1]([O:4][CH2:5][CH2:6][N:7]([CH2:37][CH2:38][CH2:39][CH2:40][CH3:41])[C:8]([CH:10]([CH2:23][S:24]([C:27]1[CH:36]=[CH:35][C:34]2[C:29](=[CH:30][CH:31]=[CH:32][CH:33]=2)[CH:28]=1)(=[O:26])=[O:25])[CH2:11][CH2:12][C:13]([O:15]CC1C=CC=CC=1)=[O:14])=[O:9])(=[O:3])[CH3:2]>C(O)(=O)C.[Pd]>[C:1]([O:4][CH2:5][CH2:6][N:7]([CH2:37][CH2:38][CH2:39][CH2:40][CH3:41])[C:8]([CH:10]([CH2:23][S:24]([C:27]1[CH:36]=[CH:35][C:34]2[C:29](=[CH:30][CH:31]=[CH:32][CH:33]=2)[CH:28]=1)(=[O:25])=[O:26])[CH2:11][CH2:12][C:13]([OH:15])=[O:14])=[O:9])(=[O:3])[CH3:2]. Procedure: To a solution of benzyl 4-[N-(2-acetoxyethyl)-N-pentylcarbamoyl]-5-(2-naphthylsulfonyl)pentanoate (0.40 g) in acetic acid (5 ml) was added 10% Pd-C (0.05 g), and the mixture was hydrogenolyzed at atmospheric pressure and ambient temperature for 48 hours. After the catalyst was filtered off, the filtrate was concentrated in vacuo. The residue was purified by flash column chromatography on silica eluting with chloroform/methanol (10:1) to give 0.16 g of 4-[N-(2-acetoxyethyl)-N-pentylcarbamoyl]-5-(... The reactants are NCCCNC(=O)C1NC(C(C1C1=C(C(=CC=C1)Cl)F)(C#N)C1=C(C=C(C=C1)Cl)F)CC(C)(C)C (rac (2R,3S,4R,5S)-3-(3-Chloro-2-fluoro-phenyl)-4-(4-chloro-2-fluoro-phenyl)-4-cyano-5-(2,2-dimethyl-propyl)-pyrrolidine-2-carboxylic acid (3-amino-propyl)-amide), S(=O)(=O)(N)N (sulfamide), C([O-])([O-])=O.[K+].[K+] (potassium carbonate). The solvent is CN(C)C=O (DMF). Reaction conditions: temperature 100 celsius, time 6 hour. Product: NS(=O)(=O)NCCCNC(=O)C1NC(C(C1C1=C(C(=CC=C1)Cl)F)(C#N)C1=C(C=C(C=C1)Cl)F)CC(C)(C)C (rac (2R,3S,4R,5S)-3-(3-Chloro-2-fluoro-phenyl)-4-(4-chloro-2-fluoro-phenyl)-4-cyano-5-(2,2-dimethyl-propyl)-pyrrolidine-2-carboxylic acid [3-(aminosulfonyl-amino)-propyl)-amide). As a reaction SMILES: [NH2:1][CH2:2][CH2:3][CH2:4][NH:5][C:6]([CH:8]1[CH:12]([C:13]2[CH:18]=[CH:17][CH:16]=[C:15]([Cl:19])[C:14]=2[F:20])[C:11]([C:23]2[CH:28]=[CH:27][C:26]([Cl:29])=[CH:25][C:24]=2[F:30])([C:21]#[N:22])[CH:10]([CH2:31][C:32]([CH3:35])([CH3:34])[CH3:33])[NH:9]1)=[O:7].[S:36](N)([NH2:39])(=[O:38])=[O:37].C(=O)([O-])[O-].[K+].[K+]>CN(C=O)C>[NH2:39][S:36]([NH:1][CH2:2][CH2:3][CH2:4][NH:5][C:6]([CH:8]1[CH:12]([C:13]2[CH:18]=[CH:17][CH:16]=[C:15]([Cl:19])[C:14]=2[F:20])[C:11]([C:23]2[CH:28]=[CH:27][C:26]([Cl:29])=[CH:25][C:24]=2[F:30])([C:21]#[N:22])[CH:10]([CH2:31][C:32]([CH3:35])([CH3:34])[CH3:33])[NH:9]1)=[O:7])(=[O:38])=[O:37] |f:2.3.4|. Reported procedure: To a stirred solution of rac (2R,3S,4R,5S)-3-(3-Chloro-2-fluoro-phenyl)-4-(4-chloro-2-fluoro-phenyl)-4-cyano-5-(2,2-dimethyl-propyl)-pyrrolidine-2-carboxylic acid (3-amino-propyl)-amide (100 mg) in DMF (3 mL), sulfamide (Aldrich, 62 mg) and potassium carbonate (50 mg) were added and the mixture was stirred at 100° C. for 6 hrs. The solvent was removed under reduced pressure and the residue was portioned between EtOAc and water. The organic layer was separated and dried with sodium sulfate. The s... Reactants: Compound ( I ), Cl.NO (hydroxylamine hydrochloride), ClC1=CC=C(C=O)C=C1 (4-chlorobenzaldehyde), C(=O)[O-].[Na+] (sodium formate). Reaction SMILES: [Cl:1][C:2]1[CH:9]=[CH:8][C:5]([CH:6]=O)=[CH:4][CH:3]=1.C([O-])=O.[Na+].Cl.[NH2:15]O>C(O)=O>[Cl:1][C:2]1[CH:9]=[CH:8][C:5]([C:6]#[N:15])=[CH:4][CH:3]=1 |f:1.2,3.4|. The solvent is C(=O)O (formic acid). Yields the product ClC1=CC=C(C#N)C=C1 (4-chlorobenzonitrile). Reported procedure: The Compound (I) may be synthesized by reacting 4-chlorobenzaldehyde, sodium formate, hydroxylamine hydrochloride and formic acid to form 4-chlorobenzonitrile, which may be nitrated to form 4-chloro-3-nitrobenzonitrile. Finally, this compound is reacted with the appropriate amine to obtain the desired compound (I) of the present invention.